Dataset: the Open Reaction Database (ORD), a public repository of structured organic reaction records. Task: describe an organic reaction: reactants, conditions, products, and yield The reactants are CON(C(\C=C\C1=CC(=C(C=C1)OC)OC1CCCC1)=O)C ((E)-N-methoxy-N-methyl-3-(3-cyclopentoxy-4-methoxyphenyl)-prop-2-enamide), C[Li] (CH3Li). Reaction conditions: time 5 minute. The solvent is C1CCOC1 (THF), CCOCC (ether). The product is C1(CCCC1)OC=1C=C(C=CC1OC)/C=C/C(C)=O ((E)-4-(3-cyclopentoxy-4-methoxyphenyl)-but-3-en-2-one). Procedure details: To a solution of (E)-N-methoxy-N-methyl-3-(3-cyclopentoxy-4-methoxyphenyl)-prop-2-enamide (318 mg, 1.05 mmol) in 2.5 mL of THF cooled to 0° C. was added CH3Li (1.5 mL of 1.4M ether solution). The resulting solution was stirred for 5 min, diluted with ether and transferred to a separatory funnel. After washing with H2O, 1M H3PO4, and brine, the organic layer was dried over MgSO4, filtered, and concentrated under reduced pressure. Silica gel chromatography (3:1, hexanes:ethyl acetate) provided (E)... Isolated yield 90.0%. Reaction SMILES: CON(C)[C:4](=[O:21])/[CH:5]=[CH:6]/[C:7]1[CH:12]=[CH:11][C:10]([O:13][CH3:14])=[C:9]([O:15][CH:16]2[CH2:20][CH2:19][CH2:18][CH2:17]2)[CH:8]=1.[CH3:23][Li]>C1COCC1.CCOCC>[CH:16]1([O:15][C:9]2[CH:8]=[C:7](/[CH:6]=[CH:5]/[C:4](=[O:21])[CH3:23])[CH:12]=[CH:11][C:10]=2[O:13][CH3:14])[CH2:17][CH2:18][CH2:19][CH2:20]1.